This data is from the Open Reaction Database (ORD), a public repository of structured organic reaction records. The task is: describe an organic reaction: reactants, conditions, products, and yield The reactants are CCOc1ccc(O)cc1CC(=O)OC, CN(C)C=O, Cc1oc(-c2ccccc2)nc1COc1ccc(CCl)cc1, [H-], [Na+], O. Product: CCOc1ccc(OCc2ccc(OCc3nc(-c4ccccc4)oc3C)cc2)cc1CC(=O)OC. Reaction SMILES: [CH2:23]([CH3:24])[O:25][c:26]1[c:27]([CH2:33][C:34](=[O:35])[O:36][CH3:37])[cH:28][c:29]([OH:32])[cH:30][cH:31]1.[CH3:38][N:39]([CH3:40])[CH:41]=[O:42].[Cl:1][CH2:2][c:3]1[cH:4][cH:5][c:6]([O:7][CH2:8][c:9]2[n:10][c:11](-[c:15]3[cH:16][cH:17][cH:18][cH:19][cH:20]3)[o:12][c:13]2[CH3:14])[cH:21][cH:22]1.[H-:43].[Na+:44].[OH2:45]>>[CH2:2]([c:3]1[cH:4][cH:5][c:6]([O:7][CH2:8][c:9]2[n:10][c:11](-[c:15]3[cH:16][cH:17][cH:18][cH:19][cH:20]3)[o:12][c:13]2[CH3:14])[cH:21][cH:22]1)[O:32][c:29]1[cH:28][c:27]([CH2:33][C:34](=[O:35])[O:36][CH3:37])[c:26]([O:25][CH2:23][CH3:24])[cH:31][cH:30]1.